This data is from the Open Reaction Database (ORD), a public repository of structured organic reaction records. The task is: describe an organic reaction: reactants, conditions, products, and yield Reactants: [H-].[Na+] (NaH), BrC=1C=C2C=CNC2=CC1 (5-Bromoindole), C(C)(C)[Si](C(C)C)(C(C)C)Cl (triisopropylsilyl chloride). The solvent is C1CCOC1 (THF). Conditions: temperature 0 celsius, time 1 hour. The product is BrC=1C=C2C=CN(C2=CC1)[Si](C(C)C)(C(C)C)C(C)C (5-bromo-1-triisopropylsilyl-1H-indole). Yield: 75.5%. Reaction SMILES: [Br:1][C:2]1[CH:3]=[C:4]2[C:8](=[CH:9][CH:10]=1)[NH:7][CH:6]=[CH:5]2.[H-].[Na+].[CH:13]([Si:16](Cl)([CH:20]([CH3:22])[CH3:21])[CH:17]([CH3:19])[CH3:18])([CH3:15])[CH3:14]>C1COCC1>[Br:1][C:2]1[CH:3]=[C:4]2[C:8](=[CH:9][CH:10]=1)[N:7]([Si:16]([CH:20]([CH3:22])[CH3:21])([CH:17]([CH3:19])[CH3:18])[CH:13]([CH3:15])[CH3:14])[CH:6]=[CH:5]2 |f:1.2|. Reported procedure: 5-Bromoindole (1.4 gm, 7.14 mmol) was dissolved in dry THF (50 ml) and cooled to 0° C., which was followed by the addition of NaH (0.34 g, 14.28 mmol) portion wise. The reaction mixture was allowed to stir at room temperature for 1 h. The reaction mixture was again cooled to 0° C. and triisopropylsilyl chloride (1.78 g, 9.28 mmol) was added drop wise. The mixture was allowed to warm to room temperature and was stirred overnight. The solvent was evaporated under reduced pressure and triturated wi... Reactants: O=C([O-])O, CCOC(C)=O, CCCCCCCSC1=CC(OC2CCCCO2)CC1=O, C1CCCCC1, CC(=O)O, [Na+], C1CCOC1, O. Product: CCCCCCCSC1=CC(O)CC1=O. RXN SMILES: [C:22](=[O:23])([OH:24])[O-:25].[C:27]([O:28][CH2:29][CH3:30])(=[O:31])[CH3:32].[CH2:1]([CH2:2][CH2:3][CH2:4][CH2:5][CH2:6][CH3:7])[S:8][C:9]1=[CH:13][CH:12]([O:14][CH:15]2[CH2:16][CH2:17][CH2:18][CH2:19][O:20]2)[CH2:11][C:10]1=[O:21].[CH2:33]1[CH2:34][CH2:35][CH2:36][CH2:37][CH2:38]1.[CH3:39][C:40](=[O:41])[OH:42].[Na+:26].[O:44]1[CH2:45][CH2:46][CH2:47][CH2:48]1.[OH2:43]>>[CH2:1]([CH2:2][CH2:3][CH2:4][CH2:5][CH2:6][CH3:7])[S:8][C:9]1=[CH:13][CH:12]([OH:14])[CH2:11][C:10]1=[O:21].